From a dataset of the Open Reaction Database (ORD), a public repository of structured organic reaction records. describe an organic reaction: reactants, conditions, products, and yield Reactants: COC(C(=O)N(C1=CC=CC=C1)C)=O (N-methyl-N-phenyl oxamic acid methyl ester), O (water), C(C)(C)C1(C(N=C(N1)C1=NC=C(C=C1)C)=O)C (2-(5-isopropyl-5-methyl-4-oxo-2-imidazolin-2 -yl)-5-methyl pyridine), C(CCC)[Li] (n-butyllithium). The solvent is O1CCCC1 (tetrahydrofuran), O1CCCC1 (tetrahydrofuran). Conditions: temperature -70 celsius, time 3 hour. Yields the product C(C)(C)C1(N=C(NC1=O)C1=NC=C(C=C1C(C(=O)N(C1=CC=CC=C1)C)=O)C)C (2-(4-isopropyl-4-methyl-5-oxo-2-imidazolin-2-yl)-5-methyl-3 -(N-methyl-N-phenyl amino oxo acetyl)pyridine). Isolated yield 40.8%. As a reaction SMILES: [CH:1]([C:4]1([CH3:17])[NH:8][C:7]([C:9]2[CH:14]=[CH:13][C:12]([CH3:15])=[CH:11][N:10]=2)=[N:6][C:5]1=[O:16])([CH3:3])[CH3:2].C([Li])CCC.C[O:24][C:25](=O)[C:26]([N:28]([CH3:35])[C:29]1[CH:34]=[CH:33][CH:32]=[CH:31][CH:30]=1)=[O:27].O>O1CCCC1>[CH:1]([C:4]1([CH3:17])[C:5](=[O:16])[NH:6][C:7]([C:9]2[C:14]([C:25](=[O:24])[C:26]([N:28]([CH3:35])[C:29]3[CH:30]=[CH:31][CH:32]=[CH:33][CH:34]=3)=[O:27])=[CH:13][C:12]([CH3:15])=[CH:11][N:10]=2)=[N:8]1)([CH3:3])[CH3:2]. Procedure: To a stirred solution of 2.5 g(0.011 mole) of 2-(5-isopropyl-5-methyl-4-oxo-2-imidazolin-2 -yl)-5-methyl pyridine in 100ml of anhydrous tetrahydrofuran cooled to -70° C. under the presence of nitrogen was added dropwise a 9.68 ml of 2.5 molar n-butyllithium, thus maintaining temperature below -65° C. The solution was stirred at -70° C. for 3 hr and a solution 1.96 g of N-methyl-N-phenyl oxamic acid methyl ester(3.4 g, 0.016 mole) in 10 ml of anhydrous tetrahydrofuran was added dropwise while mai... Starting materials: C(C)(C)NC(C)C (diisopropylamine), [Li]CCCC (n-BuLi), BrC1=C(C=CC(=C1)C)F (2-bromo-1-fluoro-4-methylbenzene), C(=O)=O (carbon dioxide). Solvent: C1CCOC1 (THF), C1CCOC1 (THF). Reaction conditions: temperature -10 celsius, time 1 hour. The product is BrC=1C(=C(C(=O)O)C=C(C1)C)F (3-bromo-2-fluoro-5-methylbenzoic acid). Yield: 84.9%. Reaction SMILES: C(NC(C)C)(C)C.[Li]CCCC.[Br:13][C:14]1[CH:19]=[C:18]([CH3:20])[CH:17]=[CH:16][C:15]=1[F:21].[C:22](=[O:24])=[O:23]>C1COCC1>[Br:13][C:14]1[C:15]([F:21])=[C:16]([CH:17]=[C:18]([CH3:20])[CH:19]=1)[C:22]([OH:24])=[O:23]. Procedure: To a solution of diisopropylamine (1.8 mL, 12.7 mmol) in THF (20 mL) at −10° C., n-BuLi (0.68 g, 10.6 mmol) was added and the reaction was stirred for 1 hour at −10° C. and was then cooled to −78° C. A solution of 2-bromo-1-fluoro-4-methylbenzene (2.0 g, 10.6 mmol) in THF (10 mL) was added in dropwise and the reaction was stirred for 1 hour after which excess solid carbon dioxide (4.76 g, 106 mmol) was added. After 30 minutes the reaction mixture was allowed to warm to room temperature, allowing...